From a dataset of the Open Reaction Database (ORD), a public repository of structured organic reaction records. describe an organic reaction: reactants, conditions, products, and yield Reaction SMILES: [CH2:1]([C:2]#[CH:3])[c:4]1[c:5]([F:15])[c:6]([F:14])[c:7]([CH2:8][OH:9])[c:10]([F:13])[c:11]1[F:12].[CH3:19][C:20]#[N:21].[Cl-:17].[ClH:18].[Li+:16]>>[CH2:1]([C:2](=[CH:3][Cl:18])[Cl:17])[c:4]1[c:5]([F:15])[c:6]([F:14])[c:7]([CH2:8][OH:9])[c:10]([F:13])[c:11]1[F:12]. The product is OCc1c(F)c(F)c(CC(Cl)=CCl)c(F)c1F. The reactants are C#CCc1c(F)c(F)c(CO)c(F)c1F, CC#N, [Cl-], Cl, [Li+]. Reactants: C(C)OC(=O)C1=CC=C(OCC2=CC=CC=C2)C=C1 (4-ethoxycarbonylphenoxy phenyl methane), [Na] (sodium). The solvent is C(C)O (ethanol), [OH-].[Na+] (sodium hydroxide). Run at time 18 hour. The product is C(=O)(O)C1=CC=C(OCC2=CC=CC=C2)C=C1.[Na] (Sodium 4-carboxyphenoxy phenyl methane). As a reaction SMILES: C([O:3][C:4]([C:6]1[CH:19]=[CH:18][C:9]([O:10][CH2:11][C:12]2[CH:17]=[CH:16][CH:15]=[CH:14][CH:13]=2)=[CH:8][CH:7]=1)=[O:5])C.[Na:20]>C(O)C.[OH-].[Na+]>[C:4]([C:6]1[CH:19]=[CH:18][C:9]([O:10][CH2:11][C:12]2[CH:17]=[CH:16][CH:15]=[CH:14][CH:13]=2)=[CH:8][CH:7]=1)([OH:5])=[O:3].[Na:20] |f:3.4,5.6,^1:19,42|. Reported procedure: To a solution of 4-ethoxycarbonylphenoxy phenyl methane (6.3g) in ethanol (30ml), sodium hydroxide solution (70ml.; 10N) was added and the mixture boiled under reflux with vigorous stirring for 18 hr. After cooling the sodium salt was filtered off and dried, m.p. > 340° The reactants are COCCO, N#CCc1cc(F)cc(C(F)(F)F)c1, Cc1ccc(S(=O)(=O)O)cc1. The product is NCCc1cc(F)cc(C(F)(F)F)c1, Cc1ccc(S(=O)(=O)O)cc1. Reaction SMILES: [CH3:26][O:27][CH2:28][CH2:29][OH:30].[F:1][c:2]1[cH:3][c:4]([CH2:12][C:13]#[N:14])[cH:5][c:6]([C:8]([F:9])([F:10])[F:11])[cH:7]1.[c:15]1([CH3:25])[cH:16][cH:17][c:18]([S:21](=[O:22])(=[O:23])[OH:24])[cH:19][cH:20]1>>[F:1][c:2]1[cH:3][c:4]([CH2:12][CH2:13][NH2:14])[cH:5][c:6]([C:8]([F:9])([F:10])[F:11])[cH:7]1.[c:15]1([CH3:25])[cH:16][cH:17][c:18]([S:21](=[O:22])(=[O:23])[OH:24])[cH:19][cH:20]1. Reactants: C(=O)[O-].[NH4+] (ammonium formate), C(C1=CC=CC=C1)N[C@@H]1[C@@H](CN(CC1)C(=O)OC(C)(C)C)OCC1=CC=CC=C1 (tert-Butyl cis(±)-4-(benzylamino)-3-(benzyloxy)piperidine-1-carboxylate). Reagents/catalysts: [Pd] (Pd/C). Run in CO (methanol). Run at temperature 70 celsius, time 40 minute. The product is N[C@@H]1[C@@H](CN(CC1)C(=O)OC(C)(C)C)OCC1=CC=CC=C1 (tert-Butyl cis(±)-4-amino-3-(benzyloxy)piperidine-1-carboxylate). Yield: 90.2%. Reaction SMILES: C([O-])=O.[NH4+].C([NH:12][C@H:13]1[CH2:18][CH2:17][N:16]([C:19]([O:21][C:22]([CH3:25])([CH3:24])[CH3:23])=[O:20])[CH2:15][C@H:14]1[O:26][CH2:27][C:28]1[CH:33]=[CH:32][CH:31]=[CH:30][CH:29]=1)C1C=CC=CC=1>CO.[Pd]>[NH2:12][C@H:13]1[CH2:18][CH2:17][N:16]([C:19]([O:21][C:22]([CH3:25])([CH3:24])[CH3:23])=[O:20])[CH2:15][C@H:14]1[O:26][CH2:27][C:28]1[CH:29]=[CH:30][CH:31]=[CH:32][CH:33]=1 |f:0.1|. Reported procedure: 10% Pd/C (wet, 1.1 g) and ammonium formate (2.87 g, 46 mmol) were added to a solution of tert-butyl cis(±)-4-(benzylamino)-3-(benzyloxy)piperidine-1-carboxylate obtained in Example (90c) (4.84 g, 11.4 mmol) in methanol (30 mL) in a nitrogen atmosphere, and the mixture was stirred at 70° C. for 40 minutes. The reaction solution was filtered to remove the Pd/C. Following concentration under reduced pressure, a 1 N aqueous sodium hydroxide solution was added to the residue, followed by extraction w...